From a dataset of the Open Reaction Database (ORD), a public repository of structured organic reaction records. describe an organic reaction: reactants, conditions, products, and yield The reactants are COc1cc(C#N)nc(Oc2cccc(C(F)(F)F)c2)c1, CCOC(C)=O, Cl, O, O. The product is COc1cc(Oc2cccc(C(F)(F)F)c2)nc(C(=O)O)c1. As a reaction SMILES: [C:1](#[N:2])[c:3]1[n:4][c:5]([O:11][c:12]2[cH:13][c:14]([C:18]([F:19])([F:20])[F:21])[cH:15][cH:16][cH:17]2)[cH:6][c:7]([O:9][CH3:10])[cH:8]1.[C:25]([O:26][CH2:27][CH3:28])(=[O:29])[CH3:30].[ClH:22].[OH2:23].[OH2:24]>>[C:1]([c:3]1[n:4][c:5]([O:11][c:12]2[cH:13][c:14]([C:18]([F:19])([F:20])[F:21])[cH:15][cH:16][cH:17]2)[cH:6][c:7]([O:9][CH3:10])[cH:8]1)(=[O:23])[OH:24]. The reactants are C(=O)(OC(C)(C)C)N1[C@@H](CCC1)C1=CC=2C(=CN=CC2)O1 (2-(1-BOC-2-(S)-pyrrolidinyl)furo[2,3-c]pyridine), C(=O)(C(F)(F)F)O (TFA), C(Cl)Cl (CH2Cl2), C(=O)([O-])[O-].[Na+].[Na+] (Na2CO3). Reaction conditions: temperature 0 celsius, time 1 hour. Yields the product Cl.Cl.N1[C@@H](CCC1)C1=CC=2C(=CN=CC2)O1 (2-(2-(S)-pyrrolidinyl)furo[2,3-c]pyridine dihydrochloride). Reaction SMILES: C([N:8]1[CH2:12][CH2:11][CH2:10][C@H:9]1[C:13]1[O:21][C:16]2=[CH:17][N:18]=[CH:19][CH:20]=[C:15]2[CH:14]=1)(OC(C)(C)C)=O.C(O)(C(F)(F)F)=O.C([O-])([O-])=O.[Na+].[Na+].C(Cl)[Cl:36]>>[ClH:36].[ClH:36].[NH:8]1[CH2:12][CH2:11][CH2:10][C@H:9]1[C:13]1[O:21][C:16]2=[CH:17][N:18]=[CH:19][CH:20]=[C:15]2[CH:14]=1 |f:2.3.4,6.7.8|. Procedure details: To a 700 mg sample of the compound from step 9c above in 5 mL of CH2Cl2 at 0° C. was added 5 mL of TFA. The reaction mixture was stirred for 1 hour at 0° C. then poured into saturated Na2CO3, and the layers were separated. The aqueous layer was extracted with CH2Cl2. The combined organic layers were dried over MgSO4 and concentrated, and the residue was chromatographed on silica gel, eluting with 100:0 to 95:5 CHCl3 :MeOH. The product was converted to the salt by treatment with HCl/ether, which ...